This data is from the Open Reaction Database (ORD), a public repository of structured organic reaction records. The task is: describe an organic reaction: reactants, conditions, products, and yield The reactants are C(C1=CC=CC=C1)OC[C@@H](OCC1=CC=C(C=C1)OCC1=CC=CC=C1)[C@@H](O)[C@H](O)[C@H](OCC1=CC=C(C=C1)OCC1=CC=CC=C1)COCC1=CC=CC=C1 (1,6-di-O-benzyl-2,5-di-O-(4-benzyloxybenzyl)-D-mannitol), N1=CC=CC=C1 (pyridine). Reagents/catalysts: [Pd] (palladium on charcoal). The solvent is CO (MeOH). Product: C(C1=CC=CC=C1)OC[C@@H](OCC1=CC=C(C=C1)O)[C@@H](O)[C@H](O)[C@H](OCC1=CC=C(C=C1)O)COCC1=CC=CC=C1 (1,6-di-O-benzyl-2,5-di-O-(4-hydroxybenzyl)-D-mannitol). The yield is 87.0%. Reaction SMILES: [CH2:1]([O:8][CH2:9][C@H:10]([C@H:27]([C@@H:29]([C@@H:31]([CH2:48][O:49][CH2:50][C:51]1[CH:56]=[CH:55][CH:54]=[CH:53][CH:52]=1)[O:32][CH2:33][C:34]1[CH:39]=[CH:38][C:37]([O:40]CC2C=CC=CC=2)=[CH:36][CH:35]=1)[OH:30])[OH:28])[O:11][CH2:12][C:13]1[CH:18]=[CH:17][C:16]([O:19]CC2C=CC=CC=2)=[CH:15][CH:14]=1)[C:2]1[CH:7]=[CH:6][CH:5]=[CH:4][CH:3]=1.N1C=CC=CC=1>CO.[Pd]>[CH2:1]([O:8][CH2:9][C@H:10]([C@H:27]([C@@H:29]([C@@H:31]([CH2:48][O:49][CH2:50][C:51]1[CH:56]=[CH:55][CH:54]=[CH:53][CH:52]=1)[O:32][CH2:33][C:34]1[CH:35]=[CH:36][C:37]([OH:40])=[CH:38][CH:39]=1)[OH:30])[OH:28])[O:11][CH2:12][C:13]1[CH:18]=[CH:17][C:16]([OH:19])=[CH:15][CH:14]=1)[C:2]1[CH:3]=[CH:4][CH:5]=[CH:6][CH:7]=1. Procedure details: A mixture of 1,6-di-O-benzyl-2,5-di-O-(4-benzyloxybenzyl)-D-mannitol, obtained as in example 15, (97 mg, 0.10 mmol) in MeOH (1 mL), pyridine (8.0 mg, 0.1 mmol) and 5% palladium on charcoal (70 mg) was hydrogenated at normal pressure and room temperature for 1 h. The reaction mixture was filtered and concentrated in vacuo. Flash chromatography on silica gel eluting with 50% EtOAc in hexane afforded the title compound in 87% yield.